This data is from the Open Reaction Database (ORD), a public repository of structured organic reaction records. The task is: describe an organic reaction: reactants, conditions, products, and yield Starting materials: [OH-].[K+] (potassium hydroxide), C(CC)C1(CCSC2=CC=C(C=C12)C#C[Si](C)(C)C)CCC ((4,4-dipropylthiochroman-6-yl)(trimethylsilyl)acetylene), C(CC)C1(CCSC2=CC=C(C=C12)C#C[Si](C)(C)C)CCC ((4,4-dipropylthiochroman-6-yl)(trimethylsilyl)acetylene). The solvent is O (water), C(C)O (ethanol). Reaction conditions: time 5 hour. Product: C(CC)C1(CCSC2=CC=C(C=C12)C#C)CCC ((4,4-Dipropylthiochroman-6-yl)acetylene). RXN SMILES: [OH-].[K+].[CH2:3]([C:6]1([CH2:22][CH2:23][CH3:24])[C:15]2[C:10](=[CH:11][CH:12]=[C:13]([C:16]#[C:17][Si](C)(C)C)[CH:14]=2)[S:9][CH2:8][CH2:7]1)[CH2:4][CH3:5]>O.C(O)C>[CH2:22]([C:6]1([CH2:3][CH2:4][CH3:5])[C:15]2[C:10](=[CH:11][CH:12]=[C:13]([C:16]#[CH:17])[CH:14]=2)[S:9][CH2:8][CH2:7]1)[CH2:23][CH3:24] |f:0.1|. Procedure details: A solution of 1.82 g (32.4 mmol) of potassium hydroxide in 1.8 mL of water and 10.0 mL of ethanol was added to 1.22 g (3.70 mmol) of (4,4-dipropylthiochroman-6-yl)(trimethylsilyl)acetylene (Compound 30) and the resulting mixture stirred at room temperature for 5 hours during which time it became homogeneous. The solvent was removed in-vacuo and the residue was acidified with 5% aq H2SO4 and the product was extracted with 2×50 mL of ether. Starting materials: BrC(C(=O)OC)CCBr (methyl 2,4-dibromobutanoate), Cl.FC(CN1CCC(CC1)N)(F)F (1-(2,2,2-trifluoroethyl)piperidin-4-amine hydrochloride). Product: FC(CN1CCC(CC1)N1C(CC1)C(=O)OC)(F)F (methyl 1-(1-(2,2,2-trifluoroethyl)piperidin-4-yl)azetidine-2-carboxylate). The yield is 8.0%. As a reaction SMILES: Br[CH:2]([CH2:7][CH2:8]Br)[C:3]([O:5][CH3:6])=[O:4].Cl.[F:11][C:12]([F:22])([F:21])[CH2:13][N:14]1[CH2:19][CH2:18][CH:17]([NH2:20])[CH2:16][CH2:15]1>>[F:22][C:12]([F:11])([F:21])[CH2:13][N:14]1[CH2:19][CH2:18][CH:17]([N:20]2[CH2:8][CH2:7][CH:2]2[C:3]([O:5][CH3:6])=[O:4])[CH2:16][CH2:15]1 |f:1.2|. Procedure: The reaction of methyl 2,4-dibromobutanoate 17 with 1-(2,2,2-trifluoroethyl)piperidin-4-amine hydrochloride 18G yielded methyl 1-(1-(2,2,2-trifluoroethyl)piperidin-4-yl)azetidine-2-carboxylate as a light brown solid (8%). MS ISP (m/e): 281.1 (100) [(M+H)]+.